The task is: describe an organic reaction: reactants, conditions, products, and yield. This data is from the Open Reaction Database (ORD), a public repository of structured organic reaction records. Starting materials: OC=1C=C(C=CC1)CC(=O)O (3-Hydroxyphenylacetic acid), BrC=1C=CC(=C(C=O)C1)F (5-bromo-2-fluorobenzaldehyde), [H-].[Na+] (Sodium hydride). Solvent: CN(C)C=O (DMF). Conditions: temperature 70 celsius, time 2 hour. Product: BrC1=CC(=C(OC=2C=C(C=CC2)CC(=O)O)C=C1)C=O ([3-(4-Bromo-2-formyl-phenoxy)-phenyl]-acetic acid). RXN SMILES: [OH:1][C:2]1[CH:3]=[C:4]([CH2:8][C:9]([OH:11])=[O:10])[CH:5]=[CH:6][CH:7]=1.[Br:12][C:13]1[CH:14]=[CH:15][C:16](F)=[C:17]([CH:20]=1)[CH:18]=[O:19].[H-].[Na+]>CN(C=O)C>[Br:12][C:13]1[CH:14]=[CH:15][C:16]([O:1][C:2]2[CH:3]=[C:4]([CH2:8][C:9]([OH:11])=[O:10])[CH:5]=[CH:6][CH:7]=2)=[C:17]([CH:18]=[O:19])[CH:20]=1 |f:2.3|. Procedure: 3-Hydroxyphenylacetic acid (1.34 g, 8.8 mmol) and 5-bromo-2-fluorobenzaldehyde (1.78 g, 8.8 mmol) were combined in DMF (30 mL) at room temperature. Sodium hydride (60% in mineral oil; 0.72 g, 18.0 mmol) was added, and the reaction was stirred at 70° C. for 2 hours. Aqueous work-up yielded the title compound. The reactants are O=C([O-])[O-], CCOC(C)=O, Cl, [Cs+], [Cs+], CC(C)CN(CC1OC(C)(C)N(C(=O)OC2COC3OCCC23)C1Cc1ccc(O)cc1)S(=O)(=O)c1ccc2c(c1)OCCO2, CN(C)C=O, ClCc1ccccn1. Product: CC(C)CN(CC1OC(C)(C)N(C(=O)OC2COC3OCCC23)C1Cc1ccc(OCc2ccccn2)cc1)S(=O)(=O)c1ccc2c(c1)OCCO2. Reaction SMILES: [C:55](=[O:56])([O-:57])[O-:58].[CH3:66][CH2:67][O:68][C:69](=[O:70])[CH3:71].[ClH:46].[Cs+:59].[Cs+:60].[O:1]1[CH2:2][CH2:3][O:4][c:5]2[c:6]1[cH:7][cH:8][c:9]([S:11](=[O:12])(=[O:13])[N:14]([CH2:15][CH:16]([CH3:17])[CH3:18])[CH2:19][CH:20]1[CH:21]([CH2:38][c:39]3[cH:40][cH:41][c:42]([OH:45])[cH:43][cH:44]3)[N:22]([C:27](=[O:28])[O:29][CH:30]3[CH2:31][O:32][CH:33]4[O:34][CH2:35][CH2:36][CH:37]34)[C:23]([CH3:25])([CH3:26])[O:24]1)[cH:10]2.[O:61]=[CH:62][N:63]([CH3:64])[CH3:65].[c:47]1([CH2:53][Cl:54])[cH:48][cH:49][cH:50][cH:51][n:52]1>>[O:1]1[CH2:2][CH2:3][O:4][c:5]2[c:6]1[cH:7][cH:8][c:9]([S:11](=[O:12])(=[O:13])[N:14]([CH2:15][CH:16]([CH3:17])[CH3:18])[CH2:19][CH:20]1[CH:21]([CH2:38][c:39]3[cH:40][cH:41][c:42]([O:45][CH2:53][c:47]4[cH:48][cH:49][cH:50][cH:51][n:52]4)[cH:43][cH:44]3)[N:22]([C:27](=[O:28])[O:29][CH:30]3[CH2:31][O:32][CH:33]4[O:34][CH2:35][CH2:36][CH:37]34)[C:23]([CH3:25])([CH3:26])[O:24]1)[cH:10]2.